Dataset: the Open Reaction Database (ORD), a public repository of structured organic reaction records. Task: describe an organic reaction: reactants, conditions, products, and yield Product: O=C(CN1CCCCC1)Nc1n[nH]c2cc(Cl)ccc12. Starting materials: C1CCNCC1, CC#N, O=C(CCl)Nc1n[nH]c2cc(Cl)ccc12. As a reaction SMILES: [CH2:16]1[CH2:17][CH2:18][NH:19][CH2:20][CH2:21]1.[CH3:22][C:23]#[N:24].[Cl:1][CH2:2][C:3](=[O:4])[NH:5][c:6]1[n:7][nH:8][c:9]2[cH:10][c:11]([Cl:15])[cH:12][cH:13][c:14]12>>[CH2:2]([C:3](=[O:4])[NH:5][c:6]1[n:7][nH:8][c:9]2[cH:10][c:11]([Cl:15])[cH:12][cH:13][c:14]12)[N:19]1[CH2:18][CH2:17][CH2:16][CH2:21][CH2:20]1.